describe an organic reaction: reactants, conditions, products, and yield From a dataset of the Open Reaction Database (ORD), a public repository of structured organic reaction records. Reactants: CNC1=C(C=C(C=C1)OCC1=CC=CC=C1)C (N-methyl-4-benzyloxy-2-methylaniline), [H-].[Na+] (sodium hydride), O (water), FC1=CC=C(C=C1)NC(OC1=CC=CC=C1)=O (Phenyl N-(4-fluorophenyl)carbamate). Run in CN(C=O)C (N,N-dimethylformamide), C(C)(=O)OCC (ethyl acetate). Conditions: temperature 85 celsius, time 45 minute. The product is C(C1=CC=CC=C1)OC1=CC(=C(C=C1)N(C(NC1=CC=C(C=C1)F)=O)C)C (N′-(4-benzyloxy-2-methylphenyl)-N-(4-fluorophenyl)-N′-methylurea). The yield is 62.9%. Reaction SMILES: [CH3:1][NH:2][C:3]1[CH:8]=[CH:7][C:6]([O:9][CH2:10][C:11]2[CH:16]=[CH:15][CH:14]=[CH:13][CH:12]=2)=[CH:5][C:4]=1[CH3:17].[H-].[Na+].[F:20][C:21]1[CH:26]=[CH:25][C:24]([NH:27][C:28](=[O:36])OC2C=CC=CC=2)=[CH:23][CH:22]=1.O>CN(C)C=O.C(OCC)(=O)C>[CH2:10]([O:9][C:6]1[CH:7]=[CH:8][C:3]([N:2]([CH3:1])[C:28](=[O:36])[NH:27][C:24]2[CH:23]=[CH:22][C:21]([F:20])=[CH:26][CH:25]=2)=[C:4]([CH3:17])[CH:5]=1)[C:11]1[CH:12]=[CH:13][CH:14]=[CH:15][CH:16]=1 |f:1.2|. Reported procedure: After dissolving N-methyl-4-benzyloxy-2-methylaniline (2.64 g, 11.61 mmol) in N,N-dimethylformamide (20 ml), sodium hydride (1.16 g, 29.00 mmol, 60% in oil) was added and the mixture was stirred at 85° C. for 45 minutes under a nitrogen atmosphere. Phenyl N-(4-fluorophenyl)carbamate (3.50 g, 12.76 mmol) was added and the mixture was further stirred at 85° C. for 1 hour under a nitrogen atmosphere. After cooling to room temperature, water was added to the reaction solution, extraction was perform... Starting materials: C(C)(C)(C)N1N=CC(=C1C1=CC=C(C=C1)F)C=1SC=C(N1)CC(=O)OCC (ethyl 2-(2-(1-tert-butyl-5-(4-fluorophenyl)-1H-pyrazol-4-yl)thiazol-4-yl)acetate), CI (methyl iodide). Product: C(C)(C)(C)N1N=CC(=C1C1=CC=C(C=C1)F)C=1SC=C(N1)C(C(=O)OCC)C (ethyl 2-(2-(1-(tert-butyl)-5-(4-fluorophenyl)-1H-pyrazol-4-yl)thiazol-4-yl)propanoate). RXN SMILES: [C:1]([N:5]1[C:9]([C:10]2[CH:15]=[CH:14][C:13]([F:16])=[CH:12][CH:11]=2)=[C:8]([C:17]2[S:18][CH:19]=[C:20]([CH2:22][C:23]([O:25][CH2:26][CH3:27])=[O:24])[N:21]=2)[CH:7]=[N:6]1)([CH3:4])([CH3:3])[CH3:2].[CH3:28]I>>[C:1]([N:5]1[C:9]([C:10]2[CH:15]=[CH:14][C:13]([F:16])=[CH:12][CH:11]=2)=[C:8]([C:17]2[S:18][CH:19]=[C:20]([CH:22]([CH3:28])[C:23]([O:25][CH2:26][CH3:27])=[O:24])[N:21]=2)[CH:7]=[N:6]1)([CH3:4])([CH3:3])[CH3:2]. Procedure: Using ethyl 2-(2-(1-tert-butyl-5-(4-fluorophenyl)-1H-pyrazol-4-yl)thiazol-4-yl)acetate and methyl iodide and by reaction and purification in the same manner as in the method described in Example 121, step 1, ethyl 2-(2-(1-(tert-butyl)-5-(4-fluorophenyl)-1H-pyrazol-4-yl)thiazol-4-yl)propanoate was obtained as a colorless oil Starting materials: C([O-])([O-])=O.[K+].[K+] (potassium carbonate), OOS(=O)[O-].[K+] (oxone), NC1=CC=C(NC(C)=O)C=C1 (4′-aminoacetanilide). Run in O (water), O (water). Conditions: time 10 minute. Product: N(=O)C1=CC=C(C=C1)NC(C)=O (N-(4-nitrosophenyl)acetamide). The yield is 64.6%. As a reaction SMILES: OOS([O-])=O.[K+].C(=O)([O-])[O-:8].[K+].[K+].[NH2:13][C:14]1[CH:23]=[CH:22][C:17]([NH:18][C:19](=[O:21])[CH3:20])=[CH:16][CH:15]=1>O>[N:13]([C:14]1[CH:15]=[CH:16][C:17]([NH:18][C:19](=[O:21])[CH3:20])=[CH:22][CH:23]=1)=[O:8] |f:0.1,2.3.4|. Procedure: After oxone (potassium peroxymonosulfate, from Sigma-Aldrich®; 12.28 g, 20.0 mmol) had dissolved completely in water (100 mL), potassium carbonate (4.14 g, 30 mmol) was added slowly to neutralize the solution to a weak acidity. The solution was added quickly into a solution of 4′-aminoacetanilide (from Sigma-Aldrich®; 1.50 g, 10.0 mmol) in water (150 mL). The mixture immediately turned green, and greenish-gray solids started to fall out of solution. After the mixture had been stirred for another... The reactants are Clc1cnccn1, [H-], [H][H], [Na+], CN(C)C=O, O=C(NCc1cccnc1)c1ccc2c(c1)ncn2-c1ccc(OCCO)cc1. The product is O=C(NCc1cccnc1)c1ccc2c(c1)ncn2-c1ccc(OCCOc2cnccn2)cc1. RXN SMILES: [Cl:34][c:35]1[n:36][cH:37][cH:38][n:39][cH:40]1.[H-:30].[H:32][H:33].[Na+:31].[O:41]=[CH:42][N:43]([CH3:44])[CH3:45].[OH:1][CH2:2][CH2:3][O:4][c:5]1[cH:6][cH:7][c:8](-[n:11]2[cH:12][n:13][c:14]3[c:15]2[cH:16][cH:17][c:18]([C:20](=[O:21])[NH:22][CH2:23][c:24]2[cH:25][n:26][cH:27][cH:28][cH:29]2)[cH:19]3)[cH:9][cH:10]1>>[O:1]([CH2:2][CH2:3][O:4][c:5]1[cH:6][cH:7][c:8](-[n:11]2[cH:12][n:13][c:14]3[c:15]2[cH:16][cH:17][c:18]([C:20](=[O:21])[NH:22][CH2:23][c:24]2[cH:25][n:26][cH:27][cH:28][cH:29]2)[cH:19]3)[cH:9][cH:10]1)[c:35]1[n:36][cH:37][cH:38][n:39][cH:40]1. Reactants: C(C)(=O)OCC1C(CCCC1)CC1=CC(=CC=C1)OC ([2-(3-methoxybenzyl)cyclohexyl]methyl acetate), NC(CCSC)C(=O)O (DL-methionine), CS(=O)(=O)O (methanesulfonic acid), C(C)OCC (diethylether). Procedure: The reaction mixture of [2-(3-methoxybenzyl)cyclohexyl]methyl acetate (66 mg), DL-methionine (357 mg), and methanesulfonic acid (1.55 mL) was stirred at ambient temperature for 18 hours. To the reaction mixture was added diethylether and water. The reaction mixture was stirred. The organic layer was washed with water, brine, dried over anhydrous MgSO4, filtered and evaporated in vacuo. The mixture was purified by silica gel column chromatography (n-hexane:EtOAc=5:1) to afford [2-(3-hydroxybenzyl... Solvent: O (water). Product: C(C)(=O)OCC1C(CCCC1)CC1=CC(=CC=C1)O ([2-(3-hydroxybenzyl)cyclohexyl]methyl acetate). The yield is 67.0%. As a reaction SMILES: [C:1]([O:4][CH2:5][CH:6]1[CH2:11][CH2:10][CH2:9][CH2:8][CH:7]1[CH2:12][C:13]1[CH:18]=[CH:17][CH:16]=[C:15]([O:19]C)[CH:14]=1)(=[O:3])[CH3:2].NC(C(O)=O)CCSC.CS(O)(=O)=O.C(OCC)C>O>[C:1]([O:4][CH2:5][CH:6]1[CH2:11][CH2:10][CH2:9][CH2:8][CH:7]1[CH2:12][C:13]1[CH:18]=[CH:17][CH:16]=[C:15]([OH:19])[CH:14]=1)(=[O:3])[CH3:2]. Conditions: time 18 hour. Reactants: CC(C)(C)OC(=O)N1CCC(c2ccccc2)C1, CCOC(C)=O, Cl. Yields the product c1ccc(C2CCNC2)cc1. Reaction SMILES: [C:2]([O:3][C:4](=[O:5])[N:9]1[CH2:10][CH:11]([c:14]2[cH:15][cH:16][cH:17][cH:18][cH:19]2)[CH2:12][CH2:13]1)([CH3:6])([CH3:7])[CH3:8].[CH3:20][CH2:21][O:22][C:23](=[O:24])[CH3:25].[ClH:1]>>[NH:9]1[CH2:10][CH:11]([c:14]2[cH:15][cH:16][cH:17][cH:18][cH:19]2)[CH2:12][CH2:13]1.